Dataset: the Open Reaction Database (ORD), a public repository of structured organic reaction records. Task: describe an organic reaction: reactants, conditions, products, and yield Reactants: BrC1=C(C=CC=C1F)CBr (2-bromo-1-(bromomethyl)-3-fluorobenzene), Cl (HCl), desired acid, C(CC(=O)OC)(=O)OC (dimethyl malonate), [H-].[Na+] (sodium hydride). Conditions: temperature 0 celsius, time 30 minute. Yields the product BrC1=C(C=CC=C1F)CCC(=O)O (3-(2-bromo-3-fluorophenyl)propanoic acid). As a reaction SMILES: [Br:1][C:2]1[C:7]([F:8])=[CH:6][CH:5]=[CH:4][C:3]=1[CH2:9]Br.C(OC)(=O)[CH2:12][C:13]([O:15]C)=[O:14].[H-].[Na+].Cl>>[Br:1][C:2]1[C:7]([F:8])=[CH:6][CH:5]=[CH:4][C:3]=1[CH2:9][CH2:12][C:13]([OH:15])=[O:14] |f:2.3|. Procedure: To a flask charged with 2-bromo-1-(bromomethyl)-3-fluorobenzene (2.0 g, 7.5 mmol) and a stir bar was added dimethyl malonate (20.0 mL, 174 mmol). The solution was cooled to 0° C. in an ice bath. To this solution was carefully added sodium hydride (0.597 g, 14.9 mmol) in small portions. When the addition was done, the reaction was kept stirring for another 30 minutes. The reaction was quenched with NH4Cl, extracted with EtOAc, washed with brine, dried over Na2SO4, and concentrated. The residue wa... Reactants: [Cl-].[NH4+] (Ammonium chloride), C[Al](C)C (trimethyl aluminium), COC(C1=CC(=C(C=C1)O)NC(COC1=CC=C(C=C1)C12CC3CC(CC(C1)C3)C2)=O)=O (3-[2-(4-adamantan-1-yl-phenoxy)-acetylamino]-4-hydroxy-benzoic acid methyl ester), Cl (HCl). Solvent: C1(=CC=CC=C1)C (toluene), C1(=CC=CC=C1)C (toluene). Reaction conditions: temperature 80 celsius, time 0.25 hour. The product is C12(CC3CC(CC(C1)C3)C2)C2=CC=C(OCC(=O)NC=3C=C(C(=O)N)C=CC3O)C=C2 (3-[2-(4-adamantan-1-yl-phenoxy)-acetylamino]-4-hydroxy-benzamide). Reaction SMILES: [Cl-].[NH4+:2].C[Al](C)C.CO[C:9](=[O:38])[C:10]1[CH:15]=[CH:14][C:13]([OH:16])=[C:12]([NH:17][C:18](=[O:37])[CH2:19][O:20][C:21]2[CH:26]=[CH:25][C:24]([C:27]34[CH2:36][CH:31]5[CH2:32][CH:33]([CH2:35][CH:29]([CH2:30]5)[CH2:28]3)[CH2:34]4)=[CH:23][CH:22]=2)[CH:11]=1.Cl>C1(C)C=CC=CC=1>[C:27]12([C:24]3[CH:25]=[CH:26][C:21]([O:20][CH2:19][C:18]([NH:17][C:12]4[CH:11]=[C:10]([CH:15]=[CH:14][C:13]=4[OH:16])[C:9]([NH2:2])=[O:38])=[O:37])=[CH:22][CH:23]=3)[CH2:28][CH:29]3[CH2:35][CH:33]([CH2:32][CH:31]([CH2:30]3)[CH2:36]1)[CH2:34]2 |f:0.1|. Procedure: Ammonium chloride (6.5 mg, 0.12 mmol) in anhydrous toluene 2 ml was treated with trimethyl aluminium (in 2.0 M Hexane, 0.26 ml, 0.51 mmol) under nitrogen. After 0.25 h, It was added 3-[2-(4-adamantan-1-yl-phenoxy)-acetylamino]-4-hydroxy-benzoic acid methyl ester (50.1 mg, 0.12 mmol) in toluene 4 ml. The mixture was stirred for 3 h at 80° C. After cooling, the reaction mixture was treated with diluted HCl until no foaming more. The reaction mixture was separated with ethyl acetate and sodium bica...